This data is from the Open Reaction Database (ORD), a public repository of structured organic reaction records. The task is: describe an organic reaction: reactants, conditions, products, and yield The reactants are C(CC(=O)C)(=O)OCC (ethyl acetoacetate), C(C(=O)O)(=O)O.C1(CCCCC1)NN (cyclohexylhydrazine oxalate). Run in C(C)O (ethanol). Conditions: time 4 hour. Product: C1(CCCCC1)N1N=C(C=C1O)C (2-cyclohexyl-3-hydroxy-5-methylpyrazole). Yield: 46.7%. RXN SMILES: [C:1]([O:7]CC)(=O)[CH2:2][C:3]([CH3:5])=O.C(O)(=O)C(O)=O.[CH:16]1([NH:22][NH2:23])[CH2:21][CH2:20][CH2:19][CH2:18][CH2:17]1>C(O)C>[CH:16]1([N:22]2[C:1]([OH:7])=[CH:2][C:3]([CH3:5])=[N:23]2)[CH2:21][CH2:20][CH2:19][CH2:18][CH2:17]1 |f:1.2|. Procedure: A solution of ethyl acetoacetate (26 g) and cyclohexylhydrazine oxalate (40 g) in ethanol (100 ml) was heated at sufficient temperature and in a manner to allow removal of the ethanol by distillation. The temperature was gradually raised to about 130°, and heating was continued at this temperature for 4 hours, during which time by-product water and additional ethanol were continuously removed by distillation. The reaction mixture, after cooling to room temperature, was dissolved in methylene chl... Starting materials: C[O-], CN1CCCC1=O, CN(C)C(=O)c1ccc(S(=O)(=O)c2ccc(NC(=O)C(C)(O)C(F)(F)F)c(Cl)c2F)cc1, [Na+], OCCS. Yields the product CN(C)C(=O)c1ccc(S(=O)(=O)c2ccc(NC(=O)C(C)(O)C(F)(F)F)c(Cl)c2SCCO)cc1. Reaction SMILES: [CH3:37][O-:38].[CH3:40][N:41]1[CH2:42][CH2:43][CH2:44][C:45]1=[O:46].[Cl:1][c:2]1[c:3]([NH:23][C:24]([C:25]([C:26]([F:27])([F:28])[F:29])([CH3:30])[OH:31])=[O:32])[cH:4][cH:5][c:6]([S:9](=[O:10])(=[O:11])[c:12]2[cH:13][cH:14][c:15]([C:18]([N:19]([CH3:20])[CH3:21])=[O:22])[cH:16][cH:17]2)[c:7]1[F:8].[Na+:39].[OH:33][CH2:34][CH2:35][SH:36]>>[Cl:1][c:2]1[c:3]([NH:23][C:24]([C:25]([C:26]([F:27])([F:28])[F:29])([CH3:30])[OH:31])=[O:32])[cH:4][cH:5][c:6]([S:9](=[O:10])(=[O:11])[c:12]2[cH:13][cH:14][c:15]([C:18]([N:19]([CH3:20])[CH3:21])=[O:22])[cH:16][cH:17]2)[c:7]1[S:36][CH2:35][CH2:34][OH:33]. Reactants: CC(C)(C)OC(=O)Nc1scnc1Br, CCCC[Sn](CCCC)(CCCC)c1cscn1, C1COCCO1, c1ccc(P(c2ccccc2)(c2ccccc2)[Pd](P(c2ccccc2)(c2ccccc2)c2ccccc2)(P(c2ccccc2)(c2ccccc2)c2ccccc2)P(c2ccccc2)(c2ccccc2)c2ccccc2)cc1. Product: CC(C)(C)OC(=O)Nc1scnc1-c1cscn1. As a reaction SMILES: [Br:1][c:2]1[n:3][cH:4][s:5][c:6]1[NH:7][C:8]([O:9][C:10]([CH3:11])([CH3:12])[CH3:13])=[O:14].[CH2:15]([Sn:16]([CH2:17][CH2:18][CH2:19][CH3:25])([c:20]1[n:21][cH:22][s:23][cH:24]1)[CH2:26][CH2:27][CH2:28][CH3:29])[CH2:30][CH2:31][CH3:32].[O:33]1[CH2:34][CH2:35][O:36][CH2:37][CH2:38]1.[cH:39]1[cH:40][cH:41][c:42]([P:43]([Pd:44]([P:45]([c:46]2[cH:47][cH:48][cH:49][cH:50][cH:51]2)([c:52]2[cH:53][cH:54][cH:55][cH:56][cH:57]2)[c:58]2[cH:59][cH:60][cH:61][cH:62][cH:63]2)([P:64]([c:65]2[cH:66][cH:67][cH:68][cH:69][cH:70]2)([c:71]2[cH:72][cH:73][cH:74][cH:75][cH:76]2)[c:77]2[cH:78][cH:79][cH:80][cH:81][cH:82]2)[P:83]([c:84]2[cH:85][cH:86][cH:87][cH:88][cH:89]2)([c:90]2[cH:91][cH:92][cH:93][cH:94][cH:95]2)[c:96]2[cH:97][cH:98][cH:99][cH:100][cH:101]2)([c:102]2[cH:103][cH:104][cH:105][cH:106][cH:107]2)[c:108]2[cH:109][cH:110][cH:111][cH:112][cH:113]2)[cH:114][cH:115]1>>[c:2]1(-[c:20]2[n:21][cH:22][s:23][cH:24]2)[n:3][cH:4][s:5][c:6]1[NH:7][C:8]([O:9][C:10]([CH3:11])([CH3:12])[CH3:13])=[O:14]. Starting materials: COC(=O)C=1C(=CC=C(C1)C(N)=S)C1=C(C=CC=C1)[N+](=O)[O-] (2′-nitro-4-thiocarbamoyl-biphenyl-2-carboxylic acid methyl ester), COC(=O)C=1C(=CC=C(C1)C(N)=S)C1=C(C=CC=C1)[N+](=O)[O-] (2′-nitro-4-thiocarbamoyl-biphenyl-2-carboxylic acid methyl ester), FC(C1=CC=C(C(CBr)=O)C=C1)(F)F (4-(trifluoromethyl)phenacyl bromide). Product: [N+](=O)([O-])C1=C(C=CC=C1)C=1C(=CC(=CC1)C=1SC=C(N1)C1=CC=C(C=C1)C(F)(F)F)C(=O)O (2′-Nitro-4-[4-(4-trifluoromethyl-phenyl)-thiazol-2-yl]-biphenyl-2-carboxylic acid). Yield: 40.0%. Reaction SMILES: C[O:2][C:3]([C:5]1[C:6]([C:14]2[CH:19]=[CH:18][CH:17]=[CH:16][C:15]=2[N+:20]([O-:22])=[O:21])=[CH:7][CH:8]=[C:9]([C:11](=[S:13])[NH2:12])[CH:10]=1)=[O:4].[F:23][C:24]([F:36])([F:35])[C:25]1[CH:34]=[CH:33][C:28]([C:29](=O)[CH2:30]Br)=[CH:27][CH:26]=1>>[N+:20]([C:15]1[CH:16]=[CH:17][CH:18]=[CH:19][C:14]=1[C:6]1[C:5]([C:3]([OH:2])=[O:4])=[CH:10][C:9]([C:11]2[S:13][CH:30]=[C:29]([C:28]3[CH:33]=[CH:34][C:25]([C:24]([F:23])([F:35])[F:36])=[CH:26][CH:27]=3)[N:12]=2)=[CH:8][CH:7]=1)([O-:22])=[O:21]. Procedure: 2′-Nitro-4-[4-(4-trifluoromethyl-phenyl)-thiazol-2-yl]-biphenyl-2-carboxylic acid (120 mg, 40%) was prepared from 2′-nitro-4-thiocarbamoyl-biphenyl-2-carboxylic acid methyl ester (which may be prepared as described for Intermediate 4) and 4-(trifluoromethyl)phenacyl bromide (available from Oakwood Products, Inc.) using the procedure described for the preparation of Example 1. 1H NMR (300 MHz, DMSO-d6) δ 13.16 (s, 1H), 8.59 (s, 1H), 8.51 (s, 1H), 8.27-8.31 (m, 3H), 8.15 (d, J=8.1 Hz, 1H), 7.77-7.... The reactants are BrC1=CC(=C(C=C1)NC(=O)C(=O)OCC)[N+](=O)[O-] (4-bromo-1-ethoxalylamino-2-nitrobenzene). Reagents/catalysts: [Ni] (Ni). Solvent: CN(C=O)C (N,N-dimethylformamide). The product is BrC1=CC=C2NC(C(N(C2=C1)O)=O)=O (7-Bromo-1-hydroxyquinoxaline-2,3(1H,4H)-dione). RXN SMILES: [Br:1][C:2]1[CH:7]=[CH:6][C:5]([NH:8][C:9]([C:11](OCC)=[O:12])=[O:10])=[C:4]([N+:16]([O-:18])=O)[CH:3]=1>CN(C)C=O.[Ni]>[Br:1][C:2]1[CH:3]=[C:4]2[C:5]([NH:8][C:9](=[O:10])[C:11](=[O:12])[N:16]2[OH:18])=[CH:6][CH:7]=1. Procedure details: A solution of 4-bromo-1-ethoxalylamino-2-nitrobenzene (1.0 g, 3.2 mmol) in 50 ml of N,N-dimethylformamide was hydrogenated at atmospheric pressure and room temperature in the presence of a small amount of Raney-Ni. The catalyst was removed by filtration, and the filtrate was evaporated to dryness. The residue was tritureted with ethanol affording 0.68 g (84%) of the title compound. M.p.>250° C. dec.; 1H-NMR (DMSO-d6): 6.98-7.63 (m. 3H ArH) appr. 11.9 (very broad s 1H NH): IR (KBr): 1700 cm-1 ; M... Yields the product COC1CN(Cc2ccc(Nc3cc(-c4cccc(-n5ncc6cc(C(C)(C)C)cc(F)c6c5=O)c4CO)nn(C)c3=O)nc2)C1. As a reaction SMILES: [C:1]([CH3:2])([CH3:3])([CH3:4])[c:5]1[cH:6][c:7]2[cH:8][n:9][n:10](-[c:17]3[c:18]([CH2:19][O:20][C:21](=[O:22])[CH3:23])[c:24](-[c:28]4[n:29][n:30]([CH3:49])[c:31](=[O:48])[c:32]([NH:34][c:35]5[n:36][cH:37][c:38]([CH2:41][N:42]6[CH2:43][CH:44]([O:46][CH3:47])[CH2:45]6)[cH:39][cH:40]5)[cH:33]4)[cH:25][cH:26][cH:27]3)[c:11](=[O:16])[c:12]2[c:13]([F:15])[cH:14]1.[CH2:52]1[O:53][CH2:54][CH2:55][CH2:56]1.[CH3:58][CH2:59][O:60][C:61](=[O:62])[CH3:63].[Na+:51].[OH-:50].[OH2:57]>>[C:1]([CH3:2])([CH3:3])([CH3:4])[c:5]1[cH:6][c:7]2[cH:8][n:9][n:10](-[c:17]3[c:18]([CH2:19][OH:20])[c:24](-[c:28]4[n:29][n:30]([CH3:49])[c:31](=[O:48])[c:32]([NH:34][c:35]5[n:36][cH:37][c:38]([CH2:41][N:42]6[CH2:43][CH:44]([O:46][CH3:47])[CH2:45]6)[cH:39][cH:40]5)[cH:33]4)[cH:25][cH:26][cH:27]3)[c:11](=[O:16])[c:12]2[c:13]([F:15])[cH:14]1. Starting materials: COC1CN(Cc2ccc(Nc3cc(-c4cccc(-n5ncc6cc(C(C)(C)C)cc(F)c6c5=O)c4COC(C)=O)nn(C)c3=O)nc2)C1, C1CCOC1, CCOC(C)=O, [Na+], [OH-], O. The reactants are C(CCCCCCC(=O)Cl)(=O)Cl (Suberoyl chloride), [Cl-].[Al+3].[Cl-].[Cl-] (aluminum chloride), FC1=CC=CC=C1 (fluorobenzene), ice, Cl (hydrochloric acid). Conditions: time 8 hour. The product is FC1=CC=C(C(=O)CCCCCCC(C2=CC=C(C=C2)F)=O)C=C1 (1,6-bis(4-fluorobenzoyl)hexane). The yield is 67.3%. As a reaction SMILES: [C:1](Cl)(=[O:11])[CH2:2][CH2:3][CH2:4][CH2:5][CH2:6][CH2:7][C:8](Cl)=[O:9].[Cl-].[Al+3].[Cl-].[Cl-].[F:17][C:18]1[CH:23]=[CH:22][CH:21]=[CH:20][CH:19]=1.Cl>>[F:17][C:18]1[CH:23]=[CH:22][C:21]([C:1]([CH2:2][CH2:3][CH2:4][CH2:5][CH2:6][CH2:7][C:8](=[O:9])[C:21]2[CH:22]=[CH:23][C:18]([F:17])=[CH:19][CH:20]=2)=[O:11])=[CH:20][CH:19]=1 |f:1.2.3.4|. Procedure: Suberoyl chloride (40.8 g, 0.1933 mol) was added over a 30-45 minute period to a mechanically stirred suspension of aluminum chloride (64.4 g, 0.483 mol) in fluorobenzene (181 ml, 1.93 mol) maintained at 5°-10° C. The yellow slurry was allowed to warm to room temperature and was stirred overnight. The reaction mixture was poured onto approximately 1000 g of ice containing 75 ml of concentrated hydrochloric acid. The resulting suspension was separated by decantation and washed several times with ... Starting materials: N,N′-carbodiimidazol, C(=O)(O)C12CC3(CC(CC(C1)C3)C2)CO (1-carboxy-3-hydroxymethyladamantane), CNC (dimethylamine), C1(=NNCCCCCCCC1)C1=CCCCCCCCCC1 (diazabicycloundecene). Solvent: CN(C)C=O (DMF). Reaction conditions: temperature 100 celsius, time 8 hour. Yields the product OCC12CC3(CC(CC(C1)C3)C2)C(N(C)C)=O (1-hydroxymethyl-3-(N,N-dimethylcarbamoyl)adamantane). Isolated yield 95.0%. RXN SMILES: [CH3:1][NH:2][CH3:3].C1(C2CCCCCCCCCC=2)CCCCCCCCNN=1.[C:26]([C:29]12[CH2:38][CH:33]3[CH2:34][CH:35]([CH2:37][C:31]([CH2:39][OH:40])([CH2:32]3)[CH2:30]1)[CH2:36]2)(O)=[O:27]>CN(C=O)C>[OH:40][CH2:39][C:31]12[CH2:37][CH:35]3[CH2:34][CH:33]([CH2:38][C:29]([C:26](=[O:27])[N:2]([CH3:3])[CH3:1])([CH2:36]3)[CH2:30]1)[CH2:32]2. Reported procedure: In an atmosphere of nitrogen, 10 mmole of 1-carboxy-3-hydroxymethyladamantane obtained by the method of Example 73 was dissolved in 10 ml of DMF. To the mixture, 15 mmole of N,N′-carbodiimidazol in the form of powder was added in one portion. After stirring for 1 hour at the room temperature, 15 mmole of dimethylamine and 15 mmole of diazabicycloundecene were added. The mixture was heated to 100° C. and stirred f or 8 hours. As a result, the conversion of 1-carboxy-3-hydroxymethyladamantane was ...